This data is from the Open Reaction Database (ORD), a public repository of structured organic reaction records. The task is: describe an organic reaction: reactants, conditions, products, and yield The reactants are CON, CO, Cl, [Na+], [Na+], CC(=O)CCN1C(=O)c2ccccc2C1=O, [OH-], O=C([O-])O. Product: CON=C(C)CCN1C(=O)c2ccccc2C1=O. RXN SMILES: [CH3:18][O:19][NH2:20].[CH3:28][OH:29].[ClH:17].[Na+:22].[Na+:23].[O:1]=[C:2]([CH2:3][CH2:4][N:5]1[C:6](=[O:15])[c:7]2[c:8]([cH:11][cH:12][cH:13][cH:14]2)[C:9]1=[O:10])[CH3:16].[OH-:21].[OH:24][C:25](=[O:26])[O-:27]>>[C:2]([CH2:3][CH2:4][N:5]1[C:6](=[O:15])[c:7]2[c:8]([cH:11][cH:12][cH:13][cH:14]2)[C:9]1=[O:10])([CH3:16])=[N:20][O:19][CH3:18]. RXN SMILES: CC1(C)[O:7][CH2:6][CH:5]([CH2:8][O:9][C:10]2[C:15]([CH3:16])=[CH:14][C:13]([C:17]3[N:21]=[C:20]([C:22]4[S:29][C:28]([CH3:30])=[C:27]5[C:23]=4[CH2:24][C@H:25]4[C:31]([CH3:33])([CH3:32])[C@H:26]45)[O:19][N:18]=3)=[CH:12][C:11]=2[CH3:34])[CH2:4][O:3]1.Cl.C(NCC)C>C(O)(=O)C.O.C1COCC1.C(O)(C)C>[CH3:16][C:15]1[CH:14]=[C:13]([C:17]2[N:21]=[C:20]([C:22]3[S:29][C:28]([CH3:30])=[C:27]4[C:23]=3[CH2:24][C@H:25]3[C:31]([CH3:32])([CH3:33])[C@H:26]34)[O:19][N:18]=2)[CH:12]=[C:11]([CH3:34])[C:10]=1[O:9][CH2:8][CH:5]([CH2:4][OH:3])[CH2:6][OH:7] |f:3.4|. Procedure: A suspension of 3-[4-(2,2-dimethyl-[1,3]dioxan-5-ylmethoxy)-3,5-dimethyl-phenyl]-5-((1aS,5aR)-1,1,2-trimethyl-1,1a,5,5a-tetrahydro-3-thia-cyclopropa[a]pentalen-4-yl)-[1,2,4]oxadiazole (135 mg, 0.273 mmol) in acetic acid/water 4:1 (4 mL) and THF (2 mL) is stirred at rt for 3 h. Then, approx. 6 N HCl in isopropanol (1 mL) is added and stirring is continued for 30 min. Diethylamine (0.2 mL) is added to the mixture which is then purified by prep. HPLC (Grom-Sil 120 ODS-4-HE, 30×75 mm, 10 um, acetoni... Reactants: Cl (HCl), CC1(OCC(CO1)COC1=C(C=C(C=C1C)C1=NOC(=N1)C1=C2C[C@@H]3[C@H](C2=C(S1)C)C3(C)C)C)C (3-[4-(2,2-dimethyl-[1,3]dioxan-5-ylmethoxy)-3,5-dimethyl-phenyl]-5-((1aS,5aR)-1,1,2-trimethyl-1,1a,5,5a-tetrahydro-3-thia-cyclopropa[a]pentalen-4-yl)-[1,2,4]oxadiazole), C(C)NCC (Diethylamine). Yields the product CC1=C(OCC(CO)CO)C(=CC(=C1)C1=NOC(=N1)C1=C2C[C@@H]3[C@H](C2=C(S1)C)C3(C)C)C (2-{2,6-dimethyl-4-[5-((1aS,5aR)-1,1,2-trimethyl-1,1a,5,5a-tetrahydro-3-thia-cyclopropa[a]pentalen-4-yl)-[1,2,4]oxadiazol-3-yl]-phenoxymethyl}-propane-1,3-diol). Conditions: time 3 hour. Isolated yield 40.3%. Run in C(C)(C)O (isopropanol), C(C)(=O)O.O (acetic acid water), C1CCOC1 (THF). Yield: 66.7%. The product is C(=O)(O)C1=CC=CC=2C=C(CCOC21)C(=O)NC(=N)N ((2,3-dihydro-9-carboxy-1-benzoxepin-4-carbonyl)guanidine). Conditions: time 18 hour. Reported procedure: Under nitrogen atmosphere, 28% sodium methoxide in methanol (5.5 ml) was added to a solution of methyl 2,3-dihydro-9-carboxy-1-benzoxepin-4-carboxylate (1.5 g) and guanidine hydrochloride (2.9 g) in N,N-dimethylformamide (15 ml) at ambient temperature. The mixture was stirred at the same temperature for 18 hours. The reaction mixture was poured into water and the mixture was adjusted to pH 6.5 with 6N hydrochloric acid. The isolated precipitate was collected by filtration to give (2,3-dihydro-9-... Run in CO (methanol), CN(C=O)C (N,N-dimethylformamide), O (water). Reactants: Cl (hydrochloric acid), C[O-].[Na+] (sodium methoxide), C(=O)(O)C1=CC=CC=2C=C(CCOC21)C(=O)OC (methyl 2,3-dihydro-9-carboxy-1-benzoxepin-4-carboxylate), Cl.NC(=N)N (guanidine hydrochloride). RXN SMILES: C[O-].[Na+].[C:4]([C:7]1[C:17]2[O:16][CH2:15][CH2:14][C:13]([C:18]([O:20]C)=O)=[CH:12][C:11]=2[CH:10]=[CH:9][CH:8]=1)([OH:6])=[O:5].Cl.[NH2:23][C:24]([NH2:26])=[NH:25].Cl>CO.CN(C)C=O.O>[C:4]([C:7]1[C:17]2[O:16][CH2:15][CH2:14][C:13]([C:18]([NH:25][C:24]([NH2:26])=[NH:23])=[O:20])=[CH:12][C:11]=2[CH:10]=[CH:9][CH:8]=1)([OH:6])=[O:5] |f:0.1,3.4|. Starting materials: C([O-])([O-])=O.[K+].[K+] (potassium carbonate), O (water), CC(=O)C (acetone), COC(=O)C1=CC2=CC=C(C=C2C(=C1C)OC(C)=O)F (4-acetoxy-6-fluoro-3-methyl-naphthalene-2-carboxylic acid methyl ester). The solvent is CO (methanol). Run at temperature 0 celsius, time 15 minute. Yields the product COC(=O)C1=CC2=CC=C(C=C2C(=C1C)O)F (6-fluoro-4-hydroxy-3-methyl-naphthalene-2-carboxylic acid methyl ester). The yield is 62.4%. RXN SMILES: C(=O)([O-])[O-].[K+].[K+].O.CC(C)=O.[CH3:12][O:13][C:14]([C:16]1[C:25]([CH3:26])=[C:24]([O:27]C(=O)C)[C:23]2[C:18](=[CH:19][CH:20]=[C:21]([F:31])[CH:22]=2)[CH:17]=1)=[O:15]>CO>[CH3:12][O:13][C:14]([C:16]1[C:25]([CH3:26])=[C:24]([OH:27])[C:23]2[C:18](=[CH:19][CH:20]=[C:21]([F:31])[CH:22]=2)[CH:17]=1)=[O:15] |f:0.1.2|. Procedure: A heterogeneous mixture of potassium carbonate (46 g, 0.33 mol), water (260 mL), and acetone (260 mL) was added in three portions to a 0° C. solution of 4-acetoxy-6-fluoro-3-methyl-naphthalene-2-carboxylic acid methyl ester (18.4 g, 0.066 mol) in methanol (1 L). The resulting mixture was stirred at 0° C. for 15 minutes, then warmed to room temperature and stirred at room temperature for 1 hour. The reaction mixture was concentrated in vacuo. The remaining oily suspension was diluted with ethyl a... Reactants: CC(C)(C)ON, CCOC(C)=O, [Cl-], Cl, O=C(O)CCCCOc1ccc(I)cc1, [NH4+], [Na+], [OH-], O=S(Cl)Cl. Product: CC(C)(C)ONC(=O)CCCCOc1ccc(I)cc1. As a reaction SMILES: [C:23]([CH3:24])([CH3:25])([CH3:26])[O:27][NH2:28].[CH3:31][CH2:32][O:33][C:34](=[O:35])[CH3:36].[Cl-:29].[ClH:22].[I:1][c:2]1[cH:3][cH:4][c:5]([O:6][CH2:7][CH2:8][CH2:9][CH2:10][C:11](=[O:12])[OH:13])[cH:14][cH:15]1.[NH4+:30].[Na+:21].[OH-:20].[S:16]([Cl:17])([Cl:18])=[O:19]>>[I:1][c:2]1[cH:3][cH:4][c:5]([O:6][CH2:7][CH2:8][CH2:9][CH2:10][C:11](=[O:13])[NH:28][O:27][C:23]([CH3:24])([CH3:25])[CH3:26])[cH:14][cH:15]1. The reactants are CCOC(C)=O, CCCCCC, CO, COc1ccc2ncc([N+](=O)[O-])c(Nc3ccccc3Cl)c2c1. The product is COc1ccc2ncc(N)c(Nc3ccccc3Cl)c2c1. As a reaction SMILES: [C:30]([O:31][CH2:32][CH3:33])(=[O:34])[CH3:35].[CH3:24][CH2:25][CH2:26][CH2:27][CH2:28][CH3:29].[CH3:36][OH:37].[Cl:1][c:2]1[c:3]([NH:8][c:9]2[c:10]([N+:21]([O-:22])=[O:23])[cH:11][n:12][c:13]3[cH:14][cH:15][c:16]([O:19][CH3:20])[cH:17][c:18]23)[cH:4][cH:5][cH:6][cH:7]1>>[Cl:1][c:2]1[c:3]([NH:8][c:9]2[c:10]([NH2:21])[cH:11][n:12][c:13]3[cH:14][cH:15][c:16]([O:19][CH3:20])[cH:17][c:18]23)[cH:4][cH:5][cH:6][cH:7]1.